This data is from the Open Reaction Database (ORD), a public repository of structured organic reaction records. The task is: describe an organic reaction: reactants, conditions, products, and yield Starting materials: CCO, [H][H], Cc1cc2c(c(C)c1[N+](=O)[O-])OC1(CCCCC1)O2. Yields the product Cc1cc2c(c(C)c1N)OC1(CCCCC1)O2. Reaction SMILES: [CH3:22][CH2:23][OH:24].[H:20][H:21].[N+:1]([O-:2])(=[O:3])[c:4]1[c:5]([CH3:19])[c:6]2[c:7]([cH:8][c:9]1[CH3:10])[O:11][C:12]1([CH2:13][CH2:14][CH2:15][CH2:16][CH2:17]1)[O:18]2>>[NH2:1][c:4]1[c:5]([CH3:19])[c:6]2[c:7]([cH:8][c:9]1[CH3:10])[O:11][C:12]1([CH2:13][CH2:14][CH2:15][CH2:16][CH2:17]1)[O:18]2. Starting materials: Cl.CN(CCCN=C=NCC)C (1-(3-dimethylaminopropyl)-3-ethylcarbodiimide hydrochloride), ON1N=NC2=C1C=CC=C2 (1-hydroxybenzotriazole), C(C)(=O)O[C@H](C(=O)O)C1=CC=CC=C1 ((S)-2-acetyloxy-2-phenylacetic acid), Cl.C1(=CC=CC=C1)C1(CC[C@@]([C@@H]2CNC[C@H]12)(O)C1=C(C=CC=C1)OC)C1=CC=CC=C1 ((3aS,4S,7aS)-7,7-diphenyl-4-(2-methoxyphenyl)perhydroisoindol-4-ol hydrochloride), C(C)(C)N(CC)C(C)C (diisopropylethylamine). Run in ClCCl (dichloromethane), ClCCl (dichloromethane), ClCCl (dichloromethane), ClCCl (dichloromethane). Run at time 24 hour. The product is C1(=CC=CC=C1)C1(CC[C@@]([C@@H]2CN(C[C@H]12)C([C@H](C1=CC=CC=C1)OC(C)=O)=O)(O)C1=C(C=CC=C1)OC)C1=CC=CC=C1 ((3aS,4S,7aS)-7,7-diphenyl-4-(2-methoxyphenyl)-2-[(S)-2-acetyloxy-2 -phenylacetyl]perhydroisoindol-4-ol). Yield: 98.1%. Reaction SMILES: ON1C2C=CC=CC=2N=N1.[C:11]([O:14][C@@H:15]([C:19]1[CH:24]=[CH:23][CH:22]=[CH:21][CH:20]=1)[C:16]([OH:18])=O)(=[O:13])[CH3:12].Cl.[C:26]1([C:32]2([C:50]3[CH:55]=[CH:54][CH:53]=[CH:52][CH:51]=3)[C@@H:40]3[C@@H:36]([CH2:37][NH:38][CH2:39]3)[C@@:35]([C:42]3[CH:47]=[CH:46][CH:45]=[CH:44][C:43]=3[O:48][CH3:49])([OH:41])[CH2:34][CH2:33]2)[CH:31]=[CH:30][CH:29]=[CH:28][CH:27]=1.Cl.CN(C)CCCN=C=NCC.C(N(C(C)C)CC)(C)C>ClCCl>[C:50]1([C:32]2([C:26]3[CH:31]=[CH:30][CH:29]=[CH:28][CH:27]=3)[C@@H:40]3[C@@H:36]([CH2:37][N:38]([C:16](=[O:18])[C@@H:15]([O:14][C:11](=[O:13])[CH3:12])[C:19]4[CH:24]=[CH:23][CH:22]=[CH:21][CH:20]=4)[CH2:39]3)[C@@:35]([C:42]3[CH:47]=[CH:46][CH:45]=[CH:44][C:43]=3[O:48][CH3:49])([OH:41])[CH2:34][CH2:33]2)[CH:51]=[CH:52][CH:53]=[CH:54][CH:55]=1 |f:2.3,4.5|. Procedure: 0.024 g of 1-hydroxybenzotriazole and 0.33 g of (S)-2-acetyloxy-2-phenylacetic acid are added to a suspension of 0.75 g of (3aS,4S,7aS)-7,7-diphenyl-4-(2-methoxyphenyl)perhydroisoindol-4-ol hydrochloride in 60 cm3 of dry dichloromethane, this solution is then cooled to +5° C. and a suspension of 0.4 g of 1-(3-dimethylaminopropyl)-3-ethylcarbodiimide hydrochloride in 20 cm3 of dry dichloromethane is quickly added, followed by a solution of 0.63 cm3 of diisopropylethylamine in 20 cm3 of dry dichlo... Starting materials: TEA, C(C)N(CCN)CC (2-diethylaminoethyl amine), 10-L, C(=O)C1=C(C(=C(N1)C)C(=O)O)C (5-formyl-2,4-dimethyl-1H-pyrrole-3-carboxylic acid), C1(CCCCC1)N=C=NC1CCCCC1 (dicyclohexyl carbodimide), ON1N=NC2=C1C=CC=C2 (1-hydroxy benzotriazole). Run in O1CCCC1 (tetrahydrofuran), O1CCCC1 (tetrahydrofuran), O1CCCC1 (tetrahydrofuran). Conditions: temperature 2.5 celsius, time 30 minute. Yields the product C(C)N(CCNC(=O)C1=C(NC(=C1C)C=O)C)CC (5-formyl-2,4-dimethyl-1H-pyrrole-3-carboxylic acid (2-diethylaminoethyl)-amide). Reaction SMILES: [CH:1]([C:3]1[NH:7][C:6]([CH3:8])=[C:5]([C:9]([OH:11])=O)[C:4]=1[CH3:12])=[O:2].C1(N=C=NC2CCCCC2)CCCCC1.ON1C2C=CC=CC=2N=N1.[CH2:38]([N:40]([CH2:44][CH3:45])[CH2:41][CH2:42][NH2:43])[CH3:39]>O1CCCC1>[CH2:38]([N:40]([CH2:44][CH3:45])[CH2:41][CH2:42][NH:43][C:9]([C:5]1[C:4]([CH3:12])=[C:3]([CH:1]=[O:2])[NH:7][C:6]=1[CH3:8])=[O:11])[CH3:39]. Procedure: Into a 10-L four necked round-bottomed flask equipped with a mechanical stirrer, a thermometer pocket, addition funnel and an air condenser were charged 5-formyl-2,4-dimethyl-1H-pyrrole-3-carboxylic acid (0.25 Kg; 1.5 mole), tetrahydrofuran (3.5 L), dicyclohexyl carbodimide (0.432 Kg), 1-hydroxy benzotriazole (0.306 Kg) and stirred well for 30 minutes. To this solution, a premixed solution of TEA (0.42 L) in tetrahydrofuran (1.25 L) and 2-diethylaminoethyl amine (0.286 L; 2.04 mole) in tetrahydr... The reactants are FC1=C(C=CC(=C1)F)N=C=O (2,4-difluorophenyl isocyanate), C(C)O.Cl.NC=1C(=C2C(=NC1)SC(=C2)Cl)C2=C(C=CC=C2)C (5-amino-2-chloro-4-(2-methylphenyl)thieno[2,3-b]pyridine hydrochloride ethanol), O1CCCC1 (tetrahydrofuran). Run in C(C)N(CC)CC (triethylamine). Reaction conditions: time 5 hour. Yields the product ClC1=CC=2C(=NC=C(C2C2=C(C=CC=C2)C)NC(=O)NC2=C(C=C(C=C2)F)F)S1 (N-[2-chloro-4-(2-methylphenyl)thieno[2,3-b]pyridin-5-yl]-N'-[2,4-difluorophenyl)urea). Yield: 68.9%. RXN SMILES: C(O)C.Cl.[NH2:5][C:6]1[C:7]([C:16]2[CH:21]=[CH:20][CH:19]=[CH:18][C:17]=2[CH3:22])=[C:8]2[CH:14]=[C:13]([Cl:15])[S:12][C:9]2=[N:10][CH:11]=1.O1CCCC1.[F:28][C:29]1[CH:34]=[C:33]([F:35])[CH:32]=[CH:31][C:30]=1[N:36]=[C:37]=[O:38]>C(N(CC)CC)C>[Cl:15][C:13]1[S:12][C:9]2=[N:10][CH:11]=[C:6]([NH:5][C:37]([NH:36][C:30]3[CH:31]=[CH:32][C:33]([F:35])=[CH:34][C:29]=3[F:28])=[O:38])[C:7]([C:16]3[CH:21]=[CH:20][CH:19]=[CH:18][C:17]=3[CH3:22])=[C:8]2[CH:14]=1 |f:0.1.2|. Procedure: To a mixture of 5-amino-2-chloro-4-(2-methylphenyl)thieno[2,3-b]pyridine hydrochloride ethanol solvate (160 mg) and tetrahydrofuran (3 ml) were added dropwise triethylamine (0.07 ml) and 2,4-difluorophenyl isocyanate (0.12 ml). The mixture was stirred at room temperature for 5 hours and the solvent was distilled off. Water was added to the residue and the mixture was extracted with ethyl acetate. The extract was washed with water and dried over MgSO4 and the solvent was distilled off. To the res... Starting materials: BrC=1C=NC(=NC1)I (5-Bromo-2-iodo-pyrimidine), CC1(OB(OC1(C)C)C=C)C (4,4,5,5-tetramethyl-2-vinyl-1,3,2-dioxaborolane), C(=O)([O-])[O-].[Cs+].[Cs+] (Cs2CO3). The reagents and catalysts are C1=CC=C(C=C1)P([C-]2C=CC=C2)C3=CC=CC=C3.C1=CC=C(C=C1)P([C-]2C=CC=C2)C3=CC=CC=C3.Cl[Pd]Cl.[Fe+2] (PdCl2(dppf)). Run in O1CCOCC1 (1,4-dioxane), O (H2O), CCOC(=O)C (EtOAc). Conditions: temperature 80 celsius. Yields the product BrC=1C=NC(=NC1)C=C (5-bromo-2-vinyl-pyrimidine). Reaction SMILES: [Br:1][C:2]1[CH:3]=[N:4][C:5](I)=[N:6][CH:7]=1.[CH3:9][C:10]1(C)C(C)(C)OB(C=C)O1.C([O-])([O-])=O.[Cs+].[Cs+]>O1CCOCC1.O.CCOC(C)=O.C1C=CC(P(C2C=CC=CC=2)[C-]2C=CC=C2)=CC=1.C1C=CC(P(C2C=CC=CC=2)[C-]2C=CC=C2)=CC=1.Cl[Pd]Cl.[Fe+2]>[Br:1][C:2]1[CH:3]=[N:4][C:5]([CH:9]=[CH2:10])=[N:6][CH:7]=1 |f:2.3.4,8.9.10.11|. Procedure details: 5-Bromo-2-iodo-pyrimidine (2.15 g, 7.55 mmol), 4,4,5,5-tetramethyl-2-vinyl-1,3,2-dioxaborolane (1.60 mL, 9.43 mmol) and PdCl2(dppf). (300 mg, 0.40 mmol) were dissolved in 1,4-dioxane (15 mL). A solution of Cs2CO3 (4.91 g, 15.1 mmol) in H2O (5 mL) was added and the mixture heated at 80° C. for 30 min. The reaction mixture was diluted with EtOAc (100 mL), washed with H2O, brine and separated. The organic fraction was dried and concentrated in vacuo. Purification by chromatography on silica, elutin... Reactants: cuprous chloride, Cl (hydrochloric acid), N(=O)[O-].[Na+] (sodium nitrite), C(C)(=O)OCC (ethyl acetate), Cl (hydrochloric acid), aqueous solution, NC=1C=C(C=CC1C(C)C)/C=C/C(=O)OCC (ethyl (E)-3-(3-amino-4-isopropylphenyl)acrylate). The solvent is C(C)(=O)O (acetic acid). Conditions: time 30 minute. Product: ClC=1C=C(C=CC1C(C)C)/C=C/C(=O)OCC (ethyl (E)-3-(3-chloro-4-isopropylphenyl)acrylate). As a reaction SMILES: N[C:2]1[CH:3]=[C:4](/[CH:11]=[CH:12]/[C:13]([O:15][CH2:16][CH3:17])=[O:14])[CH:5]=[CH:6][C:7]=1[CH:8]([CH3:10])[CH3:9].[ClH:18].N([O-])=O.[Na+].C(OCC)(=O)C>C(O)(=O)C>[Cl:18][C:2]1[CH:3]=[C:4](/[CH:11]=[CH:12]/[C:13]([O:15][CH2:16][CH3:17])=[O:14])[CH:5]=[CH:6][C:7]=1[CH:8]([CH3:10])[CH3:9] |f:2.3|. Procedure: 4.67 g of ethyl (E)-3-(3-amino-4-isopropylphenyl)acrylate was dissolved in 46.7 ml of acetic acid. To the solution was added 46.7 ml of 2N hydrochloric acid with ice-cooling. To the mixture was dropwise added 10 ml of an aqueous solution containing 1.52 g of sodium nitrite. The mixture was stirred for 30 minutes at the same temperature. The reaction mixture was added to 30 ml of 6N hydrochloric acid solution containing 2.18 g of cuprous chloride, with ice-cooling. The mixture was stirred for 1 h...